From a dataset of the Open Reaction Database (ORD), a public repository of structured organic reaction records. describe an organic reaction: reactants, conditions, products, and yield Reactants: C(C1=CC=CC=C1)N=[N+]=[N-] (benzyl azide), C(C#C)(=O)O (propiolic acid). The solvent is CC(=O)C (acetone). Reaction conditions: temperature 0 celsius. Product: C(C1=CC=CC=C1)N1N=NC(=C1)C(=O)O (Benzyl-1H-1,2,3-triazole-4-carboxylic acid). As a reaction SMILES: [CH2:1]([N:8]=[N+:9]=[N-:10])[C:2]1[CH:7]=[CH:6][CH:5]=[CH:4][CH:3]=1.[C:11]([OH:15])(=[O:14])[C:12]#[CH:13]>CC(C)=O>[CH2:1]([N:8]1[CH:13]=[C:12]([C:11]([OH:15])=[O:14])[N:10]=[N:9]1)[C:2]1[CH:7]=[CH:6][CH:5]=[CH:4][CH:3]=1. Procedure: To a solution of 84 milliliters (ml) of acetone and 35.8 grams (g) (269 mmoles) of benzyl azide, 19.3 g (276 mmoles) of propiolic acid was added by drop. The reaction mixture was stirred and heated to reflux overnight. After cooling to 0° C., 33.6 g (62%) of 1(2 or 3)-benzyl-1H-1,2,3-triazole-4-carboxylic acid precipitated from the reaction solution as white crystals. The structure was confirmed by nuclear magnetic resonance (n.m.r.) and infrared spectroscopy (I.R.). Starting materials: Cl (HCl), O1CCOCC1 (dioxane), NC1=NC=C(C=N1)C=1C2=C(N=C(N1)N1[C@H](COCC1)C)N(CC2)[C@@]2(CN(CC2)C(=O)OC(C)(C)C)C (tert-butyl(3S)-3-{4-(2-aminopyrimidin-5-yl)-2-[(3S)-3-methylmorpholin-4-yl]-5,6-dihydro-7H-pyrrolo[2,3-d]pyrimidin-7-yl}-3-methylpyrrolidine-1-carboxylate). Run in C1(=CC=CC=C1)C (toluene), CO (MeOH). Reaction conditions: time 2 hour. Yields the product Cl.C[C@@H]1N(CCOC1)C=1N=C(C2=C(N1)N(CC2)[C@@]2(CNCC2)C)C=2C=NC(=NC2)N (5-{2-[(3S)-3-methylmorpholin-4-yl]-7-[(3S)-3-methylpyrrolidin-3-yl]-6,7-dihydro-5H-pyrrolo[2,3-d]pyrimidin-4-yl}pyrimidin-2-amine hydrochloride). The yield is 99.0%. As a reaction SMILES: [NH2:1][C:2]1[N:7]=[CH:6][C:5]([C:8]2[C:9]3[CH2:23][CH2:22][N:21]([C@@:24]4([CH3:36])[CH2:28][CH2:27][N:26](C(OC(C)(C)C)=O)[CH2:25]4)[C:10]=3[N:11]=[C:12]([N:14]3[CH2:19][CH2:18][O:17][CH2:16][C@@H:15]3[CH3:20])[N:13]=2)=[CH:4][N:3]=1.[ClH:37].O1CCOCC1>CO.C1(C)C=CC=CC=1>[ClH:37].[CH3:20][C@H:15]1[CH2:16][O:17][CH2:18][CH2:19][N:14]1[C:12]1[N:13]=[C:8]([C:5]2[CH:4]=[N:3][C:2]([NH2:1])=[N:7][CH:6]=2)[C:9]2[CH2:23][CH2:22][N:21]([C@@:24]3([CH3:36])[CH2:28][CH2:27][NH:26][CH2:25]3)[C:10]=2[N:11]=1 |f:5.6|. Procedure details: To a flask containing tert-butyl(3S)-3-{4-(2-aminopyrimidin-5-yl)-2-[(3S)-3-methylmorpholin-4-yl]-5,6-dihydro-7H-pyrrolo[2,3-d]pyrimidin-7-yl}-3-methylpyrrolidine-1-carboxylate (3290 mg, 6.625 mmol) in 31 mL MeOH was added 4 N HCl in dioxane (33 mL, 132 mmol) dropwise at 0° C. and the mixture was stirred at room temperature for 2 h. The mixture was diluted with toluene and concentrated. Additional toluene was added and the solution was concentrated to give the title compound (3.73 g, >99%) as a ...